This data is from the Open Reaction Database (ORD), a public repository of structured organic reaction records. The task is: describe an organic reaction: reactants, conditions, products, and yield Reaction SMILES: [Br:2][CH2:3][CH2:4][CH2:5][CH:6]=[CH2:7].[C:15]([CH2:16][C:17](=[O:18])[O:19][CH2:20][CH3:21])(=[O:22])[O:23][CH2:24][CH3:25].[CH3:26][CH2:27][OH:28].[CH3:8][CH2:9][O:10][CH2:11][CH3:12].[Cl-:14].[Na+:13].[Na:1]>>[CH2:3]([CH2:4][CH2:5][CH:6]=[CH2:7])[CH:16]([C:15](=[O:22])[O:23][CH2:24][CH3:25])[C:17](=[O:18])[O:19][CH2:20][CH3:21]. Reactants: C=CCCCBr, CCOC(=O)CC(=O)OCC, CCO, CCOCC, [Cl-], [Na+], [Na]. Product: C=CCCCC(C(=O)OCC)C(=O)OCC. Starting materials: BrC=1C=C2C=C(C(=NC2=CC1)NC(CC1=CC=C(C=C1)O)C(=O)O)C(=O)O (6-bromo-2-[1-carboxy-2-(4-hydroxy-phenyl)-ethylamino]-quinoline-3-carboxylic acid), ClC1=NC2=CC=CC=C2C=C1C(=O)O (2-chloro-quinoline-3-carboxylic acid). Product: BrC=1C=C2C=C(C(=NC2=CC1)NC(CC1=CC=C(C=C1)OC1=NC2=CC=CC=C2C=C1C(=O)O)C(=O)O)C(=O)O (6-Bromo-2-{1-carboxy-2-[4-(3-carboxy-quinolin-2-yloxy)-phenyl]-ethylamino}-quinoline-3-carboxylic acid). RXN SMILES: [Br:1][C:2]1[CH:3]=[C:4]2[C:9](=[CH:10][CH:11]=1)[N:8]=[C:7]([NH:12][CH:13]([C:22]([OH:24])=[O:23])[CH2:14][C:15]1[CH:20]=[CH:19][C:18]([OH:21])=[CH:17][CH:16]=1)[C:6]([C:25]([OH:27])=[O:26])=[CH:5]2.Cl[C:29]1[C:38]([C:39]([OH:41])=[O:40])=[CH:37][C:36]2[C:31](=[CH:32][CH:33]=[CH:34][CH:35]=2)[N:30]=1>>[Br:1][C:2]1[CH:3]=[C:4]2[C:9](=[CH:10][CH:11]=1)[N:8]=[C:7]([NH:12][CH:13]([C:22]([OH:24])=[O:23])[CH2:14][C:15]1[CH:16]=[CH:17][C:18]([O:21][C:29]3[C:38]([C:39]([OH:41])=[O:40])=[CH:37][C:36]4[C:31](=[CH:32][CH:33]=[CH:34][CH:35]=4)[N:30]=3)=[CH:19][CH:20]=1)[C:6]([C:25]([OH:27])=[O:26])=[CH:5]2. Procedure details: In close analogy to the procedure described in Example 96, 6-bromo-2-[1-carboxy-2-(4-hydroxy-phenyl)-ethylamino]-quinoline-3-carboxylic acid is reacted with 2-chloro-quinoline-3-carboxylic acid to provide the title compound in good yield. Starting materials: CC(C)(C)OC(=O)N1CCc2ccc(Cl)c(NCc3ccc(C(=O)O)c(F)c3)c2CC1, CCCN, ClCCCl, C1CCOC1, CC(C)NC(C)C, On1nnc2ccccc21. The product is CCCNC(=O)c1ccc(CNc2c(Cl)ccc3c2CCN(C(=O)OC(C)(C)C)CC3)cc1F. RXN SMILES: [C:26]([CH3:27])([CH3:28])([CH3:29])[O:30][C:31](=[O:32])[N:33]1[CH2:34][CH2:35][c:36]2[c:37]([c:40]([NH:45][CH2:46][c:47]3[cH:48][c:49]([F:56])[c:50]([C:53](=[O:54])[OH:55])[cH:51][cH:52]3)[c:41]([Cl:44])[cH:42][cH:43]2)[CH2:38][CH2:39]1.[CH2:1]([CH2:2][CH3:3])[NH2:4].[CH2:22]([Cl:23])[CH2:24][Cl:25].[CH2:57]1[O:58][CH2:59][CH2:60][CH2:61]1.[CH:15]([NH:16][CH:17]([CH3:18])[CH3:19])([CH3:20])[CH3:21].[OH:5][n:6]1[c:7]2[c:8]([cH:9][cH:10][cH:11][cH:12]2)[n:13][n:14]1>>[CH2:1]([CH2:2][CH3:3])[NH:4][C:53]([c:50]1[c:49]([F:56])[cH:48][c:47]([CH2:46][NH:45][c:40]2[c:37]3[c:36]([cH:43][cH:42][c:41]2[Cl:44])[CH2:35][CH2:34][N:33]([C:31]([O:30][C:26]([CH3:27])([CH3:28])[CH3:29])=[O:32])[CH2:39][CH2:38]3)[cH:52][cH:51]1)=[O:54]. Reactants: CC1=C(COC=2C=C(C=CC2)CC(=O)O)C(=CC=C1)C (3-(2,6-Dimethylbenzyloxy)phenylacetic acid), ON1N=NC2=C1C=CC=C2 (1-Hydroxybenzotriazole), C(O)CN (Ethanolamine), CCN=C=NCCCN(C)C (EDCI). The solvent is C(Cl)Cl (methylene chloride), CN(C)C=O (DMF). Reaction conditions: time 24 hour. The product is OCCNC(CC1=CC(=CC=C1)OCC1=C(C=CC=C1C)C)=O (N-(2-Hydroxyethyl)-2-[3-(2,6dimethylbenzyloxy)phenyl]acetamide). Reaction SMILES: [CH3:1][C:2]1[CH:19]=[CH:18][CH:17]=[C:16]([CH3:20])[C:3]=1[CH2:4][O:5][C:6]1[CH:7]=[C:8]([CH2:12][C:13]([OH:15])=O)[CH:9]=[CH:10][CH:11]=1.ON1C2C=CC=CC=2N=N1.[CH2:31]([CH2:33][NH2:34])[OH:32].CCN=C=NCCCN(C)C>C(Cl)Cl.CN(C=O)C>[OH:32][CH2:31][CH2:33][NH:34][C:13](=[O:15])[CH2:12][C:8]1[CH:9]=[CH:10][CH:11]=[C:6]([O:5][CH2:4][C:3]2[C:16]([CH3:20])=[CH:17][CH:18]=[CH:19][C:2]=2[CH3:1])[CH:7]=1. Procedure details: To a stirred solution of 3-(2,6-Dimethylbenzyloxy)phenylacetic acid (Step C, 6.0 g, 22.2 mmol), 1-Hydroxybenzotriazole (7.19 g, 53.2 mmol), and Ethanolamine (2.70 g, 44.2 mmol) in methylene chloride (30 ml) and DMF (5 ml) was added EDCI (7.66 g, 40 mmol) at 0° C., the resulting reaction mixture was stirred at room temperature for 24 hours and concentrated under reduced pressure. The residue was dissolved in methylene chloride (10 ml) and washed with NaHCO3, 0.1M HCl, brine, dried over Na2SO4, fi...